This data is from the Open Reaction Database (ORD), a public repository of structured organic reaction records. The task is: describe an organic reaction: reactants, conditions, products, and yield Starting materials: C(C)(C)(C)OC(=O)N1C2CC(CC1CC2)=O (3-oxo-8-aza-bicyclo[3.2.1]octane-8-carboxylic acid tert-butyl ester), [NH4+].[Cl-] (NH4Cl), [H-].[Na+] (NaH), C(OC)(OC)=O (dimethyl carbonate). The solvent is CO (MeOH), C1CCCCC1 (cyclohexane), C1CCCCC1 (cyclohexane). Conditions: temperature 0 celsius. Yields the product COC(=O)C=1[C@H]2CC[C@@H](CC1O)N2C(=O)OC(C)(C)C ((rac.)-(1R*,5S*)-3-Hydroxy-8-aza-bicyclo[3.2.1]oct-2-ene-2,8-dicarboxylic Acid 8-tert-butyl Ester 2-methyl Ester). Isolated yield 92.8%. RXN SMILES: [H-].[Na+].[C:3](=O)([O:6]C)[O:4][CH3:5].[C:9]([O:13][C:14]([N:16]1[CH:21]2[CH2:22][CH2:23][CH:17]1[CH2:18][C:19](=[O:24])[CH2:20]2)=[O:15])([CH3:12])([CH3:11])[CH3:10].[NH4+].[Cl-]>C1CCCCC1.CO>[CH3:5][O:4][C:3]([C:20]1[C@@H:21]2[N:16]([C:14]([O:13][C:9]([CH3:12])([CH3:10])[CH3:11])=[O:15])[C@H:17]([CH2:18][C:19]=1[OH:24])[CH2:23][CH2:22]2)=[O:6] |f:0.1,4.5|. Procedure details: To a suspension of NaH (55-65% mineral oil, 9.82 g, about 225 mmol) in cyclohexane (87.5 mL) was added dimethyl carbonate (21.0 mL, 250 mmol). The mixture was heated to reflux, and a sol. of 3-oxo-8-aza-bicyclo[3.2.1]octane-8-carboxylic acid tert-butyl ester (25.6 g, 113 mmol) in MeOH (0.25 mL) and cyclohexane (62.5 mL) was added over 35 min. The mixture was heated to reflux for 3 h, and was cooled to 0° C. Aq. sat. NH4Cl was added carefully until the phases separated. The org. layer was extract...